This data is from the Open Reaction Database (ORD), a public repository of structured organic reaction records. The task is: describe an organic reaction: reactants, conditions, products, and yield Reactants: CCc1nc(-c2ccc(OC(F)(F)F)cc2OC)c(OC)nc1Br, C1CCOC1, CCC(O)CC, [H-], [Na+]. Product: CCc1nc(-c2ccc(OC(F)(F)F)cc2OC)c(OC)nc1OC(CC)CC. RXN SMILES: [Br:9][c:10]1[n:11][c:12]([O:31][CH3:32])[c:13](-[c:18]2[c:19]([O:29][CH3:30])[cH:20][c:21]([O:22][C:23]([F:24])([F:25])[F:26])[cH:27][cH:28]2)[n:14][c:15]1[CH2:16][CH3:17].[CH2:33]1[O:34][CH2:35][CH2:36][CH2:37]1.[CH3:3][CH2:4][CH:5]([CH2:6][CH3:7])[OH:8].[H-:1].[Na+:2]>>[CH3:3][CH2:4][CH:5]([CH2:6][CH3:7])[O:8][c:10]1[n:11][c:12]([O:31][CH3:32])[c:13](-[c:18]2[c:19]([O:29][CH3:30])[cH:20][c:21]([O:22][C:23]([F:24])([F:25])[F:26])[cH:27][cH:28]2)[n:14][c:15]1[CH2:16][CH3:17]. The reactants are BrC=1C=C(C(N(C1)C)=O)NC1=NC=C(C=C1)N1C2CN(CC1CC2)C2COC2 (5-Bromo-1-methyl-3-(5-(3-(oxetan-3-yl)-3,8-diazabicyclo[3.2.1]octan-8-yl)pyridin-2-ylamino)pyridine-2(1H)-one), C(C)(=O)OCC=1C(=NC=CC1B(O)O)N1C(C=2N(C=3CCCCC3C2)CC1)=O (3-(acetoxymethyl)-2-(1-oxo-3,4,6,7,8,9-hexahydropyrazino[1,2-a]indol-2(1H)-yl)pyridin-4-ylboronic acid), [O-]P(=O)([O-])[O-].[K+].[K+].[K+] (K3PO4), C(C)(=O)[O-].[Na+] (sodium acetate). Reagents/catalysts: O (water), C1=CC=C(C=C1)P([C-]2C=CC=C2)C3=CC=CC=C3.C1=CC=C(C=C1)P([C-]2C=CC=C2)C3=CC=CC=C3.Cl[Pd]Cl.[Fe+2] (Pd(dppf)Cl2). Run in C(C)#N (acetonitrile). The product is C(C)(=O)OCC=1C(=NC=CC1C1=CN(C(C(=C1)NC1=NC=C(C=C1)N1C2CN(CC1CC2)C2COC2)=O)C)N2C(C=1N(C=3CCCCC3C1)CC2)=O ((4-(1-Methyl-5-(5-(3-(oxetan-3-yl)-3,8-diazabicyclo[3.2.1]octan-8-yl)pyridine-2-ylamino)-6-oxo-1,6-dihydropyridin-3-yl)-2-(1-oxo-3,4,6,7,8,9-hexahydropyrazino[1,2-a]indol-2(1H)-yl)pyridin-3-yl)methyl Acetate). Isolated yield 42.4%. As a reaction SMILES: Br[C:2]1[CH:3]=[C:4]([NH:10][C:11]2[CH:16]=[CH:15][C:14]([N:17]3[CH:22]4[CH2:23][CH2:24][CH:18]3[CH2:19][N:20]([CH:25]3[CH2:28][O:27][CH2:26]3)[CH2:21]4)=[CH:13][N:12]=2)[C:5](=[O:9])[N:6]([CH3:8])[CH:7]=1.[C:29]([O:32][CH2:33][C:34]1[C:35]([N:43]2[CH2:55][CH2:54][N:46]3[C:47]4[CH2:48][CH2:49][CH2:50][CH2:51][C:52]=4[CH:53]=[C:45]3[C:44]2=[O:56])=[N:36][CH:37]=[CH:38][C:39]=1B(O)O)(=[O:31])[CH3:30].[O-]P([O-])([O-])=O.[K+].[K+].[K+].C([O-])(=O)C.[Na+]>O.C1C=CC(P(C2C=CC=CC=2)[C-]2C=CC=C2)=CC=1.C1C=CC(P(C2C=CC=CC=2)[C-]2C=CC=C2)=CC=1.Cl[Pd]Cl.[Fe+2].C(#N)C>[C:29]([O:32][CH2:33][C:34]1[C:35]([N:43]2[CH2:55][CH2:54][N:46]3[C:47]4[CH2:48][CH2:49][CH2:50][CH2:51][C:52]=4[CH:53]=[C:45]3[C:44]2=[O:56])=[N:36][CH:37]=[CH:38][C:39]=1[C:2]1[CH:3]=[C:4]([NH:10][C:11]2[CH:16]=[CH:15][C:14]([N:17]3[CH:22]4[CH2:23][CH2:24][CH:18]3[CH2:19][N:20]([CH:25]3[CH2:28][O:27][CH2:26]3)[CH2:21]4)=[CH:13][N:12]=2)[C:5](=[O:9])[N:6]([CH3:8])[CH:7]=1)(=[O:31])[CH3:30] |f:2.3.4.5,6.7,9.10.11.12|. Reported procedure: A 50-mL single-neck round-bottomed flask equipped with a magnetic stirrer and a reflux condenser was charged with 152e (300 mg, 0.67 mmol), 3-(acetoxymethyl)-2-(1-oxo-3,4,6,7,8,9-hexahydropyrazino[1,2-a]indol-2(1H)-yl)pyridin-4-ylboronic acid 113h (257 mg, 0.67 mmol), Pd(dppf)Cl2 (55 mg, 0.067 mmol), K3PO4 (284 mg, 1.34 mmol), sodium acetate (110 mg, 1.34 mmol), water (6 drops), and acetonitrile (20 mL). After three cycles of vacuum/argon flush, the mixture was stirred at reflux for 3 h. It was ... Reactants: O1CCOCC1 (dioxan), FC(C1=C(N)C=C(C=C1)[N+](=O)[O-])(F)F (2-trifluoromethyl-5-nitroaniline), [N+](=O)([O-])C1=C(N)C=C(C=C1)C(F)(F)F (2-nitro-5-trifluoromethyl-aniline), COC(C1=CN=CC=C1)=O (nicotinic acid methyl ester). Solvent: O (water). Product: C(C1=CN=CC=C1)(=O)O (nicotinic acid). Isolated yield 46.4%. RXN SMILES: O1CCOCC1.FC(F)(F)C1C=CC([N+]([O-])=O)=CC=1N.[N+](C1C=CC(C(F)(F)F)=CC=1N)([O-])=O.C[O:36][C:37](=[O:44])[C:38]1[CH:43]=[CH:42][CH:41]=[N:40][CH:39]=1>O>[C:37]([OH:44])(=[O:36])[C:38]1[CH:43]=[CH:42][CH:41]=[N:40][CH:39]=1. Reported procedure: Add 20 ml of dioxan and 10 g of 2-trifluoromethyl-5-nitroaniline or 2-nitro-5-trifluoromethyl-aniline to 12 g of nicotinic acid methyl ester. Reflux for 60 hours; then pour the reaction mass into water. Filter the resulting solid and recrystallize several times from ethanol. 5 g of (I) or (III) are thus obtained with the same melting-point values as the products of Examples 1 and 3. Starting materials: FC1=C(C=O)C=CC=C1OCCCCCCCC (2-fluoro-3-octyloxybenzaldehyde), [H-].[H-].[H-].[H-].[Li+].[Al+3] (LiAlH4), FC(C1=CC(=CC=C1)OCCCCCCCC)O (fluoro-3-octyloxybenzyl alcohol), C1(=CC=CC=C1)P(C1=CC=CC=C1)C1=CC=CC=C1.BrBr (triphenylphosphine Br2), Cl (HCl), FC1=C(CBr)C=CC=C1OCCCCCCCC (2-fluoro-3-octyloxybenzyl bromide), C1(=CC=CC=C1)P(C1=CC=CC=C1)C1=CC=CC=C1 (triphenylphosphine), CC(C)([O-])C.[K+] (potassium tert-butoxide), FC1=C(C=O)C=CC=C1OCCCCCCCC (2-fluoro-3-octyloxybenzaldehyde), [Br-].FC1=C(C[P+](C2=CC=CC=C2)(C2=CC=CC=C2)C2=CC=CC=C2)C=CC=C1OCCCCCCCC (2-fluoro-3-octyloxybenzyltriphenylphosphoniumbromide). The solvent is C1CCOC1 (THF), C1(=CC=CC=C1)C (toluene), C1CCOC1 (THF), O (H2O), C1CCOC1 (THF). The product is FC1=C(C=CC=C1OCCCCCCCC)C=CC1=C(C(=CC=C1)OCCCCCCCC)F (1,2-bis(2-fluoro-3-octyloxyphenyl)ethene). As a reaction SMILES: [F:1][C:2]1[C:9]([O:10][CH2:11][CH2:12][CH2:13][CH2:14][CH2:15][CH2:16][CH2:17][CH3:18])=[CH:8][CH:7]=[CH:6][C:3]=1[CH:4]=O.[Br-].[F:20][C:21]1[C:46]([O:47][CH2:48][CH2:49][CH2:50][CH2:51][CH2:52][CH2:53][CH2:54][CH3:55])=[CH:45][CH:44]=[CH:43][C:22]=1[CH2:23][P+](C1C=CC=CC=1)(C1C=CC=CC=1)C1C=CC=CC=1.[H-].[H-].[H-].[H-].[Li+].[Al+3].FC(O)C1C=CC=C(OCCCCCCCC)C=1.C1(P(C2C=CC=CC=2)C2C=CC=CC=2)C=CC=CC=1.BrBr.FC1C(OCCCCCCCC)=CC=CC=1CBr.C1(P(C2C=CC=CC=2)C2C=CC=CC=2)C=CC=CC=1.CC(C)([O-])C.[K+].Cl>C1COCC1.C1(C)C=CC=CC=1.O>[F:1][C:2]1[C:9]([O:10][CH2:11][CH2:12][CH2:13][CH2:14][CH2:15][CH2:16][CH2:17][CH3:18])=[CH:8][CH:7]=[CH:6][C:3]=1[CH:4]=[CH:23][C:22]1[CH:43]=[CH:44][CH:45]=[C:46]([O:47][CH2:48][CH2:49][CH2:50][CH2:51][CH2:52][CH2:53][CH2:54][CH3:55])[C:21]=1[F:20] |f:1.2,3.4.5.6.7.8,10.11,14.15|. Procedure: A solution of 2.5 g of 2-fluoro-3-octyloxybenzaldehyde (prepared by reacting 2-octyloxyfluorobenzene with lithium diisopropylamide followed by reaction with N,N-dimethylformamide) in 50 ml of THF is added dropwise at 20° C. to a fully reacted mixture of 5.6 g of 2-fluoro-3-octyloxybenzyltriphenylphosphoniumbromide (prepared by the reaction sequence: reaction of 2-fluoro-3-octyloxybenzaldehyde with LiAlH4 in THF to give fluoro-3-octyloxybenzyl alcohol, reaction of the latter with triphenylphosphi... As a reaction SMILES: [CH3:1][S:2]([C:5]1[CH:13]=[CH:12][C:8]([C:9]([OH:11])=O)=[CH:7][C:6]=1[N+:14]([O-:16])=[O:15])(=[O:4])=[O:3].S(Cl)(Cl)=O.[NH2:21][C:22]1[CH:27]=[CH:26][C:25]([NH:28][C:29]2[N:34]=[C:33]([NH:35][CH2:36][CH2:37][C:38]3[NH:39][CH:40]=[N:41][CH:42]=3)[C:32]([Br:43])=[CH:31][N:30]=2)=[CH:24][CH:23]=1>CC(N(C)C)=O>[Br:43][C:32]1[C:33]([NH:35][CH2:36][CH2:37][C:38]2[NH:39][CH:40]=[N:41][CH:42]=2)=[N:34][C:29]([NH:28][C:25]2[CH:24]=[CH:23][C:22]([NH:21][C:9](=[O:11])[C:8]3[CH:12]=[CH:13][C:5]([S:2]([CH3:1])(=[O:3])=[O:4])=[C:6]([N+:14]([O-:16])=[O:15])[CH:7]=3)=[CH:27][CH:26]=2)=[N:30][CH:31]=1. Reported procedure: 4-Methanesulfonyl-3-nitro-benzoic acid (72 mg, 0.29 mmole) was dissolved in DMA (3 ml) and thionyl chloride (0.29 mmole) was added at ambient temperature. After the mixture was stirred for 5 minutes N2-(4-Amino-phenyl)-5-bromo-N4-[2-(3H-imidazol-4-yl)-ethyl]-pyrimidine-2,4-diamine (100 mg, 0.26 mmole, prepared according to procedure 21) was added and the reaction was allowed to stir overnight. After extraction with bicarbonate solution and ethyl acetate (3×) the combined organic layers were drie... Reaction conditions: time 8 hour. The yield is 23.7%. Product: BrC=1C(=NC(=NC1)NC1=CC=C(C=C1)NC(C1=CC(=C(C=C1)S(=O)(=O)C)[N+](=O)[O-])=O)NCCC=1NC=NC1 (N-(4-{5-Bromo-4-[2-(3H-imidazol-4-yl)-ethylamino]-pyrimidin-2-ylamino}-phenyl}-4-methanesulfonyl-3-nitro-benzamide). Solvent: CC(=O)N(C)C (DMA). Reactants: S(=O)(Cl)Cl (thionyl chloride), CS(=O)(=O)C1=C(C=C(C(=O)O)C=C1)[N+](=O)[O-] (4-Methanesulfonyl-3-nitro-benzoic acid), NC1=CC=C(C=C1)NC1=NC=C(C(=N1)NCCC=1NC=NC1)Br (N2-(4-Amino-phenyl)-5-bromo-N4-[2-(3H-imidazol-4-yl)-ethyl]-pyrimidine-2,4-diamine).